From a dataset of the Open Reaction Database (ORD), a public repository of structured organic reaction records. describe an organic reaction: reactants, conditions, products, and yield The reactants are C=CC(=O)OC, C=Cc1cn(Cc2ccc(Cl)cc2)c(C(C)C)n1. Yields the product COC(=O)C1CCCc2nc(C(C)C)n(Cc3ccc(Cl)cc3)c21. As a reaction SMILES: [C:19]([CH:20]=[CH2:21])(=[O:22])[O:23][CH3:24].[Cl:1][c:2]1[cH:3][cH:4][c:5]([CH2:8][n:9]2[c:10]([CH:16]([CH3:17])[CH3:18])[n:11][c:12]([CH:14]=[CH2:15])[cH:13]2)[cH:6][cH:7]1>>[Cl:1][c:2]1[cH:3][cH:4][c:5]([CH2:8][n:9]2[c:10]([CH:16]([CH3:17])[CH3:18])[n:11][c:12]3[c:13]2[CH:20]([C:19](=[O:22])[O:23][CH3:24])[CH2:21][CH2:15][CH2:14]3)[cH:6][cH:7]1. The reactants are ClC1=CC=C(C=N1)S(=O)(=O)N1C=C(C=C1C1=CC=CC=C1)CN(C(OC(C)(C)C)=O)C (tert-butyl {[1-(6-chloro-3-pyridinesulfonyl)-5-phenyl-1H-pyrrol-3-yl]methyl}methylcarbamate), CN(C=O)C (N,N-dimethylformamide). The reagents and catalysts are [C-]#N.[Zn+2].[C-]#N (zinc (II) cyanide), C=1C=CC(=CC1)[P](C=2C=CC=CC2)(C=3C=CC=CC3)[Pd]([P](C=4C=CC=CC4)(C=5C=CC=CC5)C=6C=CC=CC6)([P](C=7C=CC=CC7)(C=8C=CC=CC8)C=9C=CC=CC9)[P](C=1C=CC=CC1)(C=1C=CC=CC1)C=1C=CC=CC1 (tetrakis(triphenylphosphine)palladium). Run in C(C)(=O)OCC (ethyl acetate). Run at temperature 100 celsius, time 2 hour. The product is N-Boc, Cl.CNCC=1C=C(N(C1)S(=O)(=O)C=1C=CC(=NC1)C#N)C1=CC=CC=C1 (5-({4-[(Methylamino)methyl]-2-phenyl-1H-pyrrol-1-yl}sulfonyl)pyridine-2-carbonitrile hydrochloride). Reaction SMILES: [Cl:1][C:2]1[N:7]=[CH:6][C:5]([S:8]([N:11]2[C:15]([C:16]3[CH:21]=[CH:20][CH:19]=[CH:18][CH:17]=3)=[CH:14][C:13]([CH2:22][N:23]([CH3:31])C(=O)OC(C)(C)C)=[CH:12]2)(=[O:10])=[O:9])=[CH:4][CH:3]=1.[CH3:32][N:33](C)C=O>C(OCC)(=O)C.[C-]#N.[Zn+2].[C-]#N.C1C=CC([P]([Pd]([P](C2C=CC=CC=2)(C2C=CC=CC=2)C2C=CC=CC=2)([P](C2C=CC=CC=2)(C2C=CC=CC=2)C2C=CC=CC=2)[P](C2C=CC=CC=2)(C2C=CC=CC=2)C2C=CC=CC=2)(C2C=CC=CC=2)C2C=CC=CC=2)=CC=1>[ClH:1].[CH3:31][NH:23][CH2:22][C:13]1[CH:14]=[C:15]([C:16]2[CH:21]=[CH:20][CH:19]=[CH:18][CH:17]=2)[N:11]([S:8]([C:5]2[CH:4]=[CH:3][C:2]([C:32]#[N:33])=[N:7][CH:6]=2)(=[O:9])=[O:10])[CH:12]=1 |f:3.4.5,7.8,^1:51,53,72,91|. Procedure: Under an argon atmosphere, a mixture of tert-butyl {[1-(6-chloro-3-pyridinesulfonyl)-5-phenyl-1H-pyrrol-3-yl]methyl}methylcarbamate (100 mg), zinc (II) cyanide (51 mg), tetrakis(triphenylphosphine)palladium (50 mg) and N,N-dimethylformamide (4 mL) was stirred at 100° C. for 2 hr. The reaction mixture was diluted with ethyl acetate, and washed successively saturated aqueous sodium hydrogencarbonate solution, water and saturated brine. The mixture was dried over anhydrous magnesium sulfate, and th... Reactants: COC(C(C)(C)SC1=C(C=CC(=C1)Cl)OC)=O (2-(5-chloro-2-methoxy-phenylsulfanyl)-2-methyl-propionic acid methyl ester), Br (hydrobromic acid). The product is ClC=1C=CC2=C(SC(C(O2)=O)(C)C)C1 (6-Chloro-3,3-dimethyl-benzo[1,4]oxathiin-2-one). RXN SMILES: CO[C:3](=[O:17])[C:4]([S:7][C:8]1[CH:13]=[C:12]([Cl:14])[CH:11]=[CH:10][C:9]=1[O:15]C)([CH3:6])[CH3:5].Br>>[Cl:14][C:12]1[CH:11]=[CH:10][C:9]2[O:15][C:3](=[O:17])[C:4]([CH3:5])([CH3:6])[S:7][C:8]=2[CH:13]=1. Procedure details: To 2-(5-chloro-2-methoxy-phenylsulfanyl)-2-methyl-propionic acid methyl ester (prepared from 5-chloro-2-methoxy-benzenesulfonyl chloride: Syn. Comm., (2001), 31, 505–510) (0.25 g, 0.9 mmol) was added 48% hydrobromic acid (5 ml). The reaction was heated to reflux for 24 hours at which time the solvent was removed by evaporation. To the crude acid phenol was added toluene (5 ml) and catalytic pyridinium p-toluenesulfonate. After 12 hours of heating at reflux the reaction was concentrated and the t... The reactants are CC1=C(N2[C@@H]([C@@H](C2=O)NC(=O)[C@@H](C=3C=CC(=CC3)O)N)SC1)C(=O)O.CNC=O (Cefadroxil monomethylformamide), C(C)(C)O (isopropyl alcohol), O (water). Run in CO (methanol). Reaction conditions: temperature 10 celsius. Product: CC1=C(N2[C@@H]([C@@H](C2=O)NC(=O)[C@@H](C3=CC=C(C=C3)O)N)SC1)C(=O)O.CC1=C(N2[C@@H]([C@@H](C2=O)NC(=O)[C@@H](C3=CC=C(C=C3)O)N)SC1)C(=O)O.O (cefadroxil hemihydrate). The yield is 86.6%. RXN SMILES: [CH3:1][C:2]1[CH2:22][S:21][C@@H:5]2[C@H:6]([NH:9][C:10]([C@H:12]([NH2:20])[C:13]3[CH:14]=[CH:15][C:16]([OH:19])=[CH:17][CH:18]=3)=[O:11])[C:7](=[O:8])[N:4]2[C:3]=1[C:23]([OH:25])=[O:24].CNC=[O:29].C(O)(C)C.O>CO>[CH3:1][C:2]1[CH2:22][S:21][C@@H:5]2[C@H:6]([NH:9][C:10]([C@H:12]([NH2:20])[C:13]3[CH:18]=[CH:17][C:16]([OH:19])=[CH:15][CH:14]=3)=[O:11])[C:7](=[O:8])[N:4]2[C:3]=1[C:23]([OH:25])=[O:24].[CH3:1][C:2]1[CH2:22][S:21][C@@H:5]2[C@H:6]([NH:9][C:10]([C@H:12]([NH2:20])[C:13]3[CH:18]=[CH:17][C:16]([OH:19])=[CH:15][CH:14]=3)=[O:11])[C:7](=[O:8])[N:4]2[C:3]=1[C:23]([OH:25])=[O:24].[OH2:29] |f:0.1,5.6.7|. Procedure: Cefadroxil monomethylformamide solvate (30 g) was slurried in a mixture of methanol (100 ml), isopropyl alcohol (47 ml) and water (13 ml) at 50° C. After 90' at 50° C. the mixture was cooled to 10° C., filtered and washed with acetone to yield 22.9 g of crystalline cefadroxil hemihydrate. The reactants are Intermediate 46, COC(C[C@@H]1COC2=C1C=CC(=C2)O[C@@H]2CCC1=C(C=CC(=C21)F)O)=O ({(S)-6-[(R)-7-fluoro-4-hydroxy-indan-1-yloxy]-2,3-dihydro-benzofuran-3-yl}-acetic acid methyl ester), CC=1OC2=C(N1)C=CC(=C2)B(O)O (2-methyl-benzoxazol-6-boronic acid), Intermediate 6, BrC1=CC2=C(N=C(O2)C)C=C1 (6-bromo-2-methyl-benzoxazole). Product: COC(C[C@@H]1COC2=C1C=CC(=C2)O[C@@H]2CCC1=C(C=CC(=C21)F)OC2=CC1=C(N=C(O1)C)C=C2)=O ({(S)-6-[(R)-7-Fluoro-4-(2-methyl-benzoxazol-6-yloxy)-indan-1-yloxy]-2,3-dihydro-benzofuran-3-yl}-acetic acid methyl ester). Reaction SMILES: [CH3:1][O:2][C:3](=[O:26])[CH2:4][C@H:5]1[C:9]2[CH:10]=[CH:11][C:12]([O:14][C@H:15]3[C:23]4[C:18](=[C:19]([OH:25])[CH:20]=[CH:21][C:22]=4[F:24])[CH2:17][CH2:16]3)=[CH:13][C:8]=2[O:7][CH2:6]1.[CH3:27][C:28]1[O:29][C:30]2[CH:36]=[C:35](B(O)O)[CH:34]=[CH:33][C:31]=2[N:32]=1.BrC1C=CC2N=C(C)OC=2C=1>>[CH3:1][O:2][C:3](=[O:26])[CH2:4][C@H:5]1[C:9]2[CH:10]=[CH:11][C:12]([O:14][C@H:15]3[C:23]4[C:18](=[C:19]([O:25][C:35]5[CH:34]=[CH:33][C:31]6[N:32]=[C:28]([CH3:27])[O:29][C:30]=6[CH:36]=5)[CH:20]=[CH:21][C:22]=4[F:24])[CH2:17][CH2:16]3)=[CH:13][C:8]=2[O:7][CH2:6]1. Reported procedure: The title compound is prepared from {(S)-6-[(R)-7-fluoro-4-hydroxy-indan-1-yloxy]-2,3-dihydro-benzofuran-3-yl}-acetic acid methyl ester and 2-methyl-benzoxazol-6-boronic acid (prepared from 6-bromo-2-methyl-benzoxazole in analogy to the procedure described for Intermediate 46) following a procedure analogous to that described for Intermediate 6. LC (method 3): tR=0.65 min; Mass spectrum (ESI+): m/z=490 [m+H]+. Reactants: COC=1C=CC2=C(C(=C2)C(=O)O)C1 (5-methoxybenzocyclobutene-1-carboxylic acid), [H-].[H-].[H-].[H-].[Li+].[Al+3] (LAH), O (water), [OH-].[Na+] (NaOH), O (water). Solvent: CCOCC (ether), CCOCC (ether). Reaction conditions: time 4 hour. Product: COC=1C=C2C(CC2CO)=CC1 (5-Methoxy-1-hydroxymethylbenzocyclobutene). As a reaction SMILES: [CH3:1][O:2][C:3]1[CH:4]=[CH:5][C:6]2[CH:9]=[C:8]([C:10](O)=[O:11])[C:7]=2[CH:13]=1.[H-].[H-].[H-].[H-].[Li+].[Al+3].O.[OH-].[Na+]>CCOCC>[CH3:1][O:2][C:3]1[CH:13]=[C:7]2[CH:8]([CH2:10][OH:11])[CH2:9][C:6]2=[CH:5][CH:4]=1 |f:1.2.3.4.5.6,8.9|. Procedure: A solution of 5-methoxybenzocyclobutene-1-carboxylic acid (32.0 g) in ether (1.2 l) is added dropwise to a stirred suspension of LAH (15.5 g) in ether (650 ml) under nitrogen. The reaction mixture is stirred at RT for 4 hours, after which, water (15.5 ml), 15% NaOH (15.5 ml) and a second portion of water added (46 ml) sequentially to the reaction mixture resulting in the formation of a precipitate. The ethereal layer is filtered, dried over Na2SO4, filtered and concentrated in vacuo yielding the... Reactants: FC=1C=C2CC(NC2=CC1NC(CO)=O)=O (N-(5-fluoro-2-oxo-2,3-dihydro-1H-indol-6-yl)-2-hydroxy-acetamide), O[C@H](CN1C(C2=C(CC1)NC(=C2C)C=O)=O)CN2CCOCC2 ((S)-5-(2-hydroxy-3-morpholin-4-yl-propyl)-3-methyl-4-oxo-4,5,6,7-tetrahydro-1H-pyrrolo[3,2-c]pyridine-2-carbaldehyde), N1CCCCC1 (piperidine). The yield is 86.3%. Yields the product FC=1C=C2/C(/C(NC2=CC1NC(CO)=O)=O)=C/C1=C(C=2C(N(CCC2N1)C[C@H](CN1CCOCC1)O)=O)C ((S,Z)-N-{5-fluoro-3-[5-(2-hydroxy-3-morpholin-4-yl-propyl)-3-methyl-4-oxo-4,5,6,7-tetrahydro-1H-pyrrolo[3,2-c]pyridin-2-ylmethylene]-2-oxo-2,3-dihydro-1H-indol-6-yl}-2-hydroxy-acetamide). Run in C(C)O (ethanol). Reported procedure: (S)-5-(2-Hydroxy-3-morpholin-4-yl-propyl)-3-methyl-4-oxo-4,5,6,7-tetrahydro-1 H-pyrrolo[3,2-c]pyridine-2-carbaldehyde 5f (40 mg, 0.125 mmol) was dissolved in 2 mL of ethanol under stirring at room temperature, and N-(5-fluoro-2-oxo-2,3-dihydro-1H-indol-6-yl)-2-hydroxy-acetamide 9f (25.1 mg, 0.112 mmol) was then added to the solution. Upon completion of the addition, the mixture was stirred until all dissolved, and piperidine (50 μL, 0.5 mmol) was then added to the reaction solution. Upon complet... As a reaction SMILES: [OH:1][C@@H:2]([CH2:17][N:18]1[CH2:23][CH2:22][O:21][CH2:20][CH2:19]1)[CH2:3][N:4]1[CH2:9][CH2:8][C:7]2[NH:10][C:11]([CH:14]=O)=[C:12]([CH3:13])[C:6]=2[C:5]1=[O:16].[F:24][C:25]1[CH:26]=[C:27]2[C:31](=[CH:32][C:33]=1[NH:34][C:35](=[O:38])[CH2:36][OH:37])[NH:30][C:29](=[O:39])[CH2:28]2.N1CCCCC1>C(O)C>[F:24][C:25]1[CH:26]=[C:27]2[C:31](=[CH:32][C:33]=1[NH:34][C:35](=[O:38])[CH2:36][OH:37])[NH:30][C:29](=[O:39])/[C:28]/2=[CH:14]\[C:11]1[NH:10][C:7]2[CH2:8][CH2:9][N:4]([CH2:3][C@@H:2]([OH:1])[CH2:17][N:18]3[CH2:19][CH2:20][O:21][CH2:22][CH2:23]3)[C:5](=[O:16])[C:6]=2[C:12]=1[CH3:13].